Task: describe an organic reaction: reactants, conditions, products, and yield. Dataset: the Open Reaction Database (ORD), a public repository of structured organic reaction records The reactants are CCCC(=O)C1C(=O)CC(C2CCOC(C(C)C)OC2)CC1=O, O=C([O-])O, CCO[NH3+], CO, [Cl-], [Na+]. The product is CCCC(NOCC)=C1C(=O)CC(C2CCOC(C(C)C)OC2)CC1=O. As a reaction SMILES: [C:1]([CH2:2][CH2:3][CH3:4])(=[O:5])[CH:6]1[C:7](=[O:23])[CH2:8][CH:9]([CH:13]2[CH2:14][O:15][CH:16]([CH:20]([CH3:21])[CH3:22])[O:17][CH2:18][CH2:19]2)[CH2:10][C:11]1=[O:12].[C:29](=[O:30])([OH:31])[O-:32].[CH2:25]([CH3:26])[O:27][NH3+:28].[CH3:34][OH:35].[Cl-:24].[Na+:33]>>[C:1]([CH2:2][CH2:3][CH3:4])(=[C:6]1[C:7](=[O:23])[CH2:8][CH:9]([CH:13]2[CH2:14][O:15][CH:16]([CH:20]([CH3:21])[CH3:22])[O:17][CH2:18][CH2:19]2)[CH2:10][C:11]1=[O:12])[NH:28][O:27][CH2:25][CH3:26].